This data is from the Open Reaction Database (ORD), a public repository of structured organic reaction records. The task is: describe an organic reaction: reactants, conditions, products, and yield The reactants are NC1=NC(=NC2=CC(=C(C=C12)OC)OC)Cl (4-Amino-2-chloro-6,7-dimethoxyquinazoline), Cl.N1CCC(CC1)CCC(=O)O (3-(4-piperidinyl)propionic acid, hydrochloride). Run in C(CCC)O (n-butanol). Yields the product Cl.NC1=NC(=NC2=CC(=C(C=C12)OC)OC)N1CCC(CC1)CCC(=O)OCCCC (4-amino-2-[4-(2-{n-butoxycarbonyl}ethyl)piperidino]-6,7-dimethoxyquinazoline, hydrochloride). Yield: 114.7%. RXN SMILES: [NH2:1][C:2]1[C:11]2[C:6](=[CH:7][C:8]([O:14][CH3:15])=[C:9]([O:12][CH3:13])[CH:10]=2)[N:5]=[C:4]([Cl:16])[N:3]=1.Cl.[NH:18]1[CH2:23][CH2:22][CH:21]([CH2:24][CH2:25][C:26]([OH:28])=[O:27])[CH2:20][CH2:19]1>C(O)CCC>[ClH:16].[NH2:1][C:2]1[C:11]2[C:6](=[CH:7][C:8]([O:14][CH3:15])=[C:9]([O:12][CH3:13])[CH:10]=2)[N:5]=[C:4]([N:18]2[CH2:23][CH2:22][CH:21]([CH2:24][CH2:25][C:26]([O:28][CH2:11][CH2:6][CH2:7][CH3:8])=[O:27])[CH2:20][CH2:19]2)[N:3]=1 |f:1.2,4.5|. Procedure details: 4-Amino-2-chloro-6,7-dimethoxyquinazoline (24.9 g) and 3-(4-piperidinyl)propionic acid, hydrochloride (20 g) in n-butanol (1000 ml) were stirred under reflux for 20 hours. The hot suspension was filtered and the insoluble material discarded. The filtrate was cooled in ice/water, the precipitated solid collected and the filtrate evaporated in vacuo. The resulting solid and the precipitated solid were combined and crystallised from isopropanol to give 4-amino-2-[4-(2-{n-butoxycarbonyl}ethyl)piperi... Starting materials: N#Cc1ccc(F)c(-c2nnc3ccc(-c4c(-c5ccc(F)cc5)nc5occn45)cn23)c1, N, [NH4+], [Na+], [OH-], [OH-], O. The product is O=C(O)c1ccc(F)c(-c2nnc3ccc(-c4c(-c5ccc(F)cc5)nc5occn45)cn23)c1. Reaction SMILES: [F:1][c:2]1[c:3](-[c:10]2[n:11][n:12][c:13]3[n:14]2[cH:15][c:16](-[c:19]2[c:20](-[c:27]4[cH:28][cH:29][c:30]([F:33])[cH:31][cH:32]4)[n:21][c:22]4[o:23][cH:24][cH:25][n:26]24)[cH:17][cH:18]3)[cH:4][c:5]([C:6]#[N:7])[cH:8][cH:9]1.[NH3:38].[NH4+:35].[Na+:37].[OH-:34].[OH-:36].[OH2:39]>>[F:1][c:2]1[c:3](-[c:10]2[n:11][n:12][c:13]3[n:14]2[cH:15][c:16](-[c:19]2[c:20](-[c:27]4[cH:28][cH:29][c:30]([F:33])[cH:31][cH:32]4)[n:21][c:22]4[o:23][cH:24][cH:25][n:26]24)[cH:17][cH:18]3)[cH:4][c:5]([C:6](=[O:34])[OH:36])[cH:8][cH:9]1. The reactants are Fc1cc(F)c(Br)cc1F, [Cl-], [Mg], [NH4+], O=C1CCC2(CC1)OCCO2, C1CCOC1. Product: OC1(c2cc(F)c(F)cc2F)CCC2(CC1)OCCO2. RXN SMILES: [Br:1][c:2]1[c:3]([F:10])[cH:4][c:5]([F:9])[c:6]([F:8])[cH:7]1.[Cl-:23].[Mg:11].[NH4+:24].[O:12]1[CH2:13][CH2:14][O:15][C:16]12[CH2:17][CH2:18][C:19](=[O:22])[CH2:20][CH2:21]2.[O:25]1[CH2:26][CH2:27][CH2:28][CH2:29]1>>[c:2]1([C:19]2([OH:22])[CH2:18][CH2:17][C:16]3([O:12][CH2:13][CH2:14][O:15]3)[CH2:21][CH2:20]2)[c:3]([F:10])[cH:4][c:5]([F:9])[c:6]([F:8])[cH:7]1. The reactants are CC1CC(=O)c2c(C(=O)O)coc2C1, Nc1cccnc1. Product: CC1CC(=O)c2c(C(=O)Nc3cccnc3)coc2C1. Reaction SMILES: [CH3:1][CH:2]1[CH2:3][c:4]2[c:5]([c:6]([C:9](=[O:10])[OH:11])[cH:7][o:8]2)[C:12](=[O:14])[CH2:13]1.[NH2:15][c:16]1[cH:17][n:18][cH:19][cH:20][cH:21]1>>[CH3:1][CH:2]1[CH2:3][c:4]2[c:5]([c:6]([C:9](=[O:11])[NH:15][c:16]3[cH:17][n:18][cH:19][cH:20][cH:21]3)[cH:7][o:8]2)[C:12](=[O:14])[CH2:13]1. Starting materials: BrC1=C(C=C(C=C1)C)Cl (4-bromo-3-chlorotoluene), C(=O)(OC(C)(C)C)N1CCNCC1 (Boc-piperazine), CC(C)([O-])C.[Na+] (sodium tert-butoxide), C1(=CC=CC=C1)C (toluene). The reagents and catalysts are C(C)(=O)[O-].[Pd+2].C(C)(=O)[O-] (palladium acetate), C1(=CC=CC=C1)P(C1=C(C2=CC=CC=C2C=C1)C1=C(C=CC2=CC=CC=C12)P(C1=CC=CC=C1)C1=CC=CC=C1)C1=CC=CC=C1 (rac-2,2′-bis(diphenylphosphino)-1,1′-binaphthyl). The solvent is O (water). The product is C(C)(C)(C)OC(=O)N1CCN(CC1)C1=C(C=C(C=C1)C)Cl (4-(2-chloro-4-methylphenyl)piperazine-1-carboxylic acid tert-butyl ester). Yield: 97.8%. As a reaction SMILES: Br[C:2]1[CH:7]=[CH:6][C:5]([CH3:8])=[CH:4][C:3]=1[Cl:9].[C:10]([N:17]1[CH2:22][CH2:21][NH:20][CH2:19][CH2:18]1)([O:12][C:13]([CH3:16])([CH3:15])[CH3:14])=[O:11].CC(C)([O-])C.[Na+].C1(C)C=CC=CC=1>C([O-])(=O)C.[Pd+2].C([O-])(=O)C.C1(P(C2C=CC=CC=2)C2C=CC3C(=CC=CC=3)C=2C2C3C(=CC=CC=3)C=CC=2P(C2C=CC=CC=2)C2C=CC=CC=2)C=CC=CC=1.O>[C:13]([O:12][C:10]([N:17]1[CH2:22][CH2:21][N:20]([C:2]2[CH:7]=[CH:6][C:5]([CH3:8])=[CH:4][C:3]=2[Cl:9])[CH2:19][CH2:18]1)=[O:11])([CH3:16])([CH3:14])[CH3:15] |f:2.3,5.6.7|. Procedure details: A mixture of 4-bromo-3-chlorotoluene (2.1 g), Boc-piperazine (1.9 g), palladium acetate (112 mg), rac-2,2′-bis(diphenylphosphino)-1,1′-binaphthyl (312 mg), sodium tert-butoxide (1.4 g) and toluene (20 mL) was refluxed for 5 hr. After cooling, water was added to the reaction mixture, and the mixture was extracted with ethyl acetate. The organic layer was washed with saturated brine, and the solvent was evaporated. The residue was purified by column chromatography (chloroform) to give 4-(2-chloro-... The reactants are FC=1C=CC2=C(C(N(CC=3N2C=NC3C=3OC(=CN3)CN3CCCCC3)C)=O)C1 (8-fluoro-5-methyl-3-(5-piperidin-1-ylmethyl-oxazol-2-yl)-5,6-dihydro-4H-imidazo[1,5-a][1,4]-benzodiazepin-6-one), Cl (hydrochloric acid). Solvent: C(C)O (ethanol). Run at time 1 hour. Product: Cl.FC=1C=CC2=C(C(N(CC=3N2C=NC3C=3OC(=CN3)CN3CCCCC3)C)=O)C1 (8-fluoro-5-methyl-3-(5-piperidin-1-ylmethyl-oxazol-2-yl)-5,6-dihydro-4H-imidazo[1,5-a][1,4]benzodiazepin-6-one hydrochloride). The yield is 87.4%. Reaction SMILES: [F:1][C:2]1[CH:3]=[CH:4][C:5]2[N:11]3[CH:12]=[N:13][C:14]([C:15]4[O:16][C:17]([CH2:20][N:21]5[CH2:26][CH2:25][CH2:24][CH2:23][CH2:22]5)=[CH:18][N:19]=4)=[C:10]3[CH2:9][N:8]([CH3:27])[C:7](=[O:28])[C:6]=2[CH:29]=1.[ClH:30]>C(O)C>[ClH:30].[F:1][C:2]1[CH:3]=[CH:4][C:5]2[N:11]3[CH:12]=[N:13][C:14]([C:15]4[O:16][C:17]([CH2:20][N:21]5[CH2:22][CH2:23][CH2:24][CH2:25][CH2:26]5)=[CH:18][N:19]=4)=[C:10]3[CH2:9][N:8]([CH3:27])[C:7](=[O:28])[C:6]=2[CH:29]=1 |f:3.4|. Procedure: 0.84 g (0.00212 mol) of 8-fluoro-5-methyl-3-(5-piperidin-1-ylmethyl-oxazol-2-yl)-5,6-dihydro-4H-imidazo[1,5-a][1,4]-benzodiazepin-6-one was dissolved in 30 ml of hot ethanol and treated at 50° with 0.60 ml (0.00227 mol) of 3.7N ethanolic hydrochloric acid. After stirring at 0° for 1 hr. the white suspension was suction filtered. There was obtained 0.80 g (87%) of 8-fluoro-5-methyl-3-(5-piperidin-1-ylmethyl-oxazol-2-yl)-5,6-dihydro-4H-imidazo[1,5-a][1,4]benzodiazepin-6-one hydrochloride (1:1) as ... Starting materials: C(C)(C)(C)OC(=O)N1CCC(CC1)N1N=CC=2C1=NC(=NC2OC)OC (4-(4,6-dimethoxy-pyrazolo[3,4-d]pyrimidin-1-yl)-piperidine-1-carboxylic acid tert-butyl ester), [OH-].[Na+] (sodium hydroxide), O1CCOCC1 (dioxane), Cl (hydrochloric acid). Run in O (water), C(C)(=O)OCC (Ethyl acetate). Conditions: temperature 40 celsius. Product: C(C)(C)(C)OC(=O)N1CCC(CC1)N1N=CC2=C1N=C(NC2=O)OC (4-(6-methoxy-4-oxo-4,5-dihydro-pyrazolo[3,4-d]pyrimidin-1-yl)-piperidine-1-carboxylic acid tert-butyl ester). RXN SMILES: [C:1]([O:5][C:6]([N:8]1[CH2:13][CH2:12][CH:11]([N:14]2[C:18]3=[N:19][C:20]([O:25][CH3:26])=[N:21][C:22]([O:23]C)=[C:17]3[CH:16]=[N:15]2)[CH2:10][CH2:9]1)=[O:7])([CH3:4])([CH3:3])[CH3:2].[OH-].[Na+].O1CCOCC1.Cl>O.C(OCC)(=O)C>[C:1]([O:5][C:6]([N:8]1[CH2:13][CH2:12][CH:11]([N:14]2[C:18]3[N:19]=[C:20]([O:25][CH3:26])[NH:21][C:22](=[O:23])[C:17]=3[CH:16]=[N:15]2)[CH2:10][CH2:9]1)=[O:7])([CH3:4])([CH3:3])[CH3:2] |f:1.2|. Procedure details: A mixture of 4-(4,6-dimethoxy-pyrazolo[3,4-d]pyrimidin-1-yl)-piperidine-1-carboxylic acid tert-butyl ester (1 mmol), 2 M aqueous sodium hydroxide (1 mL) and dioxane (10 mL) is heated at 40° C. for 5 h. The mixture is allowed to cool, and is then neutralized to approximately pH 7 by the addition of 1 M aqueous hydrochloric acid. Ethyl acetate and water are added. The organic layer is washed with water and brine, dried (magnesium sulfate), filtered, evaporated, and purified by flash chromatography... Isolated yield 81.1%. Reagents/catalysts: [Pd] (palladium-on-carbon). Yields the product N1(CCNCC1)C1=CC=C(C=C1)NC(=O)C=1C(=CC=CC1)C1=CC=CC=C1 (N-[4-(1-piperazinyl)phenyl]-[1,1′-biphenyl]-2-carboxamide). Run in CO (methanol). Reaction SMILES: C1(C[N:8]2[CH2:13][CH2:12][N:11]([C:14]3[CH:19]=[CH:18][C:17]([NH:20][C:21]([C:23]4[C:24]([C:29]5[CH:34]=[CH:33][CH:32]=[CH:31][CH:30]=5)=[CH:25][CH:26]=[CH:27][CH:28]=4)=[O:22])=[CH:16][CH:15]=3)[CH2:10][CH2:9]2)C=CC=CC=1.[H][H]>CO.[Pd]>[N:11]1([C:14]2[CH:15]=[CH:16][C:17]([NH:20][C:21]([C:23]3[C:24]([C:29]4[CH:30]=[CH:31][CH:32]=[CH:33][CH:34]=4)=[CH:25][CH:26]=[CH:27][CH:28]=3)=[O:22])=[CH:18][CH:19]=2)[CH2:10][CH2:9][NH:8][CH2:13][CH2:12]1. Reactants: C1(=CC=CC=C1)CN1CCN(CC1)C1=CC=C(C=C1)NC(=O)C=1C(=CC=CC1)C1=CC=CC=C1 (N-[4-[4-(phenylmethyl)-1-piperazinyl]phenyl]-[1,1′-biphenyl]-2-carboxamide), [H][H] (hydrogen). Procedure: A mixture of intermediate (9) (0.1 mole) in methanol (500 ml) was hydrogenated for two hours with palladium-on-carbon (10%) (10 g) as a catalyst. After uptake of hydrogen (1 equivalent), the catalyst was filtered off and the filtrate was evaporated. The residue was triturated in 2-propanol. The precipitate was filtered off and dried, yielding 29 g of N-[4-(1-piperazinyl)phenyl]-[1,1′-biphenyl]-2-carboxamide (intermediate 10, melting point 176° C.). Reactants: ice, Cl.C(C1=CC=CC=C1)N1CCC(CCC1)C=O (1-benzylazepane-4-carbaldehyde hydrochloride), CO (MeOH), C[Mg]Br (methylmagnesium bromide). Solvent: C1CCOC1 (THF). Run at time 18 hour. Yields the product C(C1=CC=CC=C1)N1CCC(CCC1)C(C)O (1-(1-Benzylazepan-4-yl)ethanol). Yield: 65.0%. As a reaction SMILES: Cl.[CH2:2]([N:9]1[CH2:15][CH2:14][CH2:13][CH:12]([CH:16]=[O:17])[CH2:11][CH2:10]1)[C:3]1[CH:8]=[CH:7][CH:6]=[CH:5][CH:4]=1.[CH3:18][Mg]Br.CO>C1COCC1>[CH2:2]([N:9]1[CH2:15][CH2:14][CH2:13][CH:12]([CH:16]([OH:17])[CH3:18])[CH2:11][CH2:10]1)[C:3]1[CH:8]=[CH:7][CH:6]=[CH:5][CH:4]=1 |f:0.1|. Procedure: To an ice-cooled suspension of 1-benzylazepane-4-carbaldehyde hydrochloride (1.0 g, 3.95 mmol) in THF (15 mL) was added methylmagnesium bromide (3M in diethyl ether, 4 mL) dropwise. The mixture was slowly warmed to RT and then stirred for 18 h at RT. MeOH was then added and volatiles were removed in vacuo. The resulting residue was dissolved in DMF and filtered thought a pad of silica eluting with 10% 2M NH3/MeOH in DCM. The residue was further purified by column chromatography (Si-PCC, gradient... The reactants are COC(=O)C1=CC=C2C(=CN(C2=C1)CC)C=O (1-Ethyl-3-formyl-1H-indole-6-carboxylic acid methyl ester), CC1=CC=C(C=C1)S(=O)(=O)C[N+]#[C-] (TOSMIC), C(=O)([O-])[O-].[K+].[K+] (K2CO3). The solvent is CO (MeOH). Yields the product C(C)N1C=C(C2=CC=C(C=C12)C(=O)OC)C1=CN=CO1 (methyl 1-ethyl-3-oxazol-5-yl-1H-indole-6-carboxylate). The yield is 22.9%. RXN SMILES: [CH3:1][O:2][C:3]([C:5]1[CH:13]=[C:12]2[C:8]([C:9]([CH:16]=[O:17])=[CH:10][N:11]2[CH2:14][CH3:15])=[CH:7][CH:6]=1)=[O:4].CC1C=CC(S([CH2:28][N+:29]#[C-:30])(=O)=O)=CC=1.C([O-])([O-])=O.[K+].[K+]>CO>[CH2:14]([N:11]1[C:12]2[C:8](=[CH:7][CH:6]=[C:5]([C:3]([O:2][CH3:1])=[O:4])[CH:13]=2)[C:9]([C:16]2[O:17][CH:30]=[N:29][CH:28]=2)=[CH:10]1)[CH3:15] |f:2.3.4|. Procedure: 1-Ethyl-3-formyl-1H-indole-6-carboxylic acid methyl ester (100 mg, 0.42 mmol), TOSMIC (100 mg, 0.52 mmol), K2CO3 (178 mg, 1.29 mmol), and MeOH (800 μL) are heated at 80° C. overnight. The reaction mixture is then partitioned between H2O and ether. After drying and concentrating the organic phase, the product is purified by silica gel chromatography (EtOAc/CH2Cl2, 10/90) to give methyl 1-ethyl-3-oxazol-5-yl-1H-indole-6-carboxylate (26 mg, 23%) as an off-white solid.